Dataset: the Open Reaction Database (ORD), a public repository of structured organic reaction records. Task: describe an organic reaction: reactants, conditions, products, and yield Starting materials: CC(C)=O, [K+], [K+], O=C([O-])[O-], COC(=O)c1cc(O)c(O)c(OC)c1. Yields the product COC(=O)c1cc(OC)c2c(c1)OCO2. Reaction SMILES: [CH3:21][C:22](=[O:23])[CH3:24].[K+:15].[K+:16].[O-:17][C:18]([O-:19])=[O:20].[OH:1][c:2]1[cH:3][c:4]([C:5](=[O:6])[O:7][CH3:8])[cH:9][c:10]([O:13][CH3:14])[c:11]1[OH:12]>>[O:1]1[c:2]2[cH:3][c:4]([C:5](=[O:6])[O:7][CH3:8])[cH:9][c:10]([O:13][CH3:14])[c:11]2[O:12][CH2:18]1. Starting materials: hydrochloride salt, CC=1C=C(C=CC1)C1=CC(=CC=2CC(OC21)COS(=O)(=O)C2=CC=C(C=C2)C)C2=CC=CC=C2 ((±)-{[7-(3-methylphenyl)-5-phenyl-2,3-dihydro-1-benzofuran-2-yl]methyl}4-methylbenzenesulfonate), CN (methylamine). Yields the product CC=1C=C(C=CC1)C1=CC(=CC=2CC(OC21)CNC)C2=CC=CC=C2 ((±)-{[7-(3-methylphenyl)-5-phenyl-2,3-dihydro-1-benzofuran-2-yl]methyl}methylamine). As a reaction SMILES: [CH3:1][C:2]1[CH:3]=[C:4]([C:8]2[C:16]3[O:15][CH:14]([CH2:17]OS(C4C=CC(C)=CC=4)(=O)=O)[CH2:13][C:12]=3[CH:11]=[C:10]([C:29]3[CH:34]=[CH:33][CH:32]=[CH:31][CH:30]=3)[CH:9]=2)[CH:5]=[CH:6][CH:7]=1.[CH3:35][NH2:36]>>[CH3:1][C:2]1[CH:3]=[C:4]([C:8]2[C:16]3[O:15][CH:14]([CH2:17][NH:36][CH3:35])[CH2:13][C:12]=3[CH:11]=[C:10]([C:29]3[CH:34]=[CH:33][CH:32]=[CH:31][CH:30]=3)[CH:9]=2)[CH:5]=[CH:6][CH:7]=1. Reported procedure: The title compound was prepared (0.055 g, 70%) following the general procedure of Example 390 as a white solid, hydrochloride salt from (±)-{[7-(3-methylphenyl)-5-phenyl-2,3-dihydro-1-benzofuran-2-yl]methyl}4-methylbenzenesulfonate (0.10 g, 0.21 mmol) and methylamine (0.30 g, 9.8 mmol). mp 230-234° C. Starting materials: FC1=C(C#N)C(=CC(=C1)OC)F (2,6-difluoro-4-methoxy-benzonitrile), O (Water), [H-].[Na+] (Sodium hydride), OC1COCC1 (3-hydroxytetrahydrofuran). Run in O1CCCC1 (tetrahydrofuran), O1CCCC1 (tetrahydrofuran). Reaction conditions: time 1 hour. Yields the product FC1=C(C#N)C(=CC(=C1)OC)OC1COCC1 (2-Fluoro-4-methoxy-6-(tetrahydro-furan-3-yloxy)-benzonitrile). The yield is 102.4%. As a reaction SMILES: [H-].[Na+].[OH:3][CH:4]1[CH2:8][CH2:7][O:6][CH2:5]1.[F:9][C:10]1[CH:17]=[C:16]([O:18][CH3:19])[CH:15]=[C:14](F)[C:11]=1[C:12]#[N:13].O>O1CCCC1>[F:9][C:10]1[CH:17]=[C:16]([O:18][CH3:19])[CH:15]=[C:14]([O:3][CH:4]2[CH2:8][CH2:7][O:6][CH2:5]2)[C:11]=1[C:12]#[N:13] |f:0.1|. Procedure details: Sodium hydride (60% in mineral oil, 0.83 g, 21 mmol) was added portionwise to 3-hydroxytetrahydrofuran (1.82 g, 21 mmol) in tetrahydrofuran (40 ml) at 0° C. under a nitrogen atmosphere. The suspension was warmed to room temperature and was stirred for 1 hour. The mixture formed was added over 30 minutes to 2,6-difluoro-4-methoxy-benzonitrile (Mol. Cryst. Liq. Cryst. 1989, 172) (3.5 g, 21 mmol) in tetrahydrofuran (50 ml) and the resulting solution was held at room temperature for 16 hours. Water ... The reactants are OC1=C(CO)C=C(C=C1)[N+](=O)[O-] (2-hydroxy-5-nitrobenzyl alcohol), FC1=C(C=O)C=CC=C1 (2-fluorobenzaldehyde). The reagents and catalysts are C(C1=CC=CC=C1)(=O)O (benzoic acid). Solvent: C(C)(=O)OCC (ethyl acetate). Run at temperature 5 celsius. Product: FC1=C(C=CC=C1)C1OCC2=C(O1)C=CC(=C2)[N+](=O)[O-] (2-(2-fluorophenyl)-6-nitro-1,3-benzodioxan). Yield: 71.4%. Reaction SMILES: [OH:1][C:2]1[CH:9]=[CH:8][C:7]([N+:10]([O-:12])=[O:11])=[CH:6][C:3]=1[CH2:4][OH:5].[F:13][C:14]1[CH:21]=[CH:20][CH:19]=[CH:18][C:15]=1[CH:16]=O>C(OCC)(=O)C.C(O)(=O)C1C=CC=CC=1>[F:13][C:14]1[CH:21]=[CH:20][CH:19]=[CH:18][C:15]=1[CH:16]1[O:1][C:2]2[CH:9]=[CH:8][C:7]([N+:10]([O-:12])=[O:11])=[CH:6][C:3]=2[CH2:4][O:5]1. Procedure details: An intimate mixture of 2-hydroxy-5-nitrobenzyl alcohol (4.56g), 2-fluorobenzaldehyde (4.02g) and benzoic acid (0.2g) was stirred and heated to 90° C. (±5° C.) under nitrogen for 31/2 hours. The resulting clear reaction mixture was left to cool for two days whereupon it solidified. This material was dissolved in ethyl acetate (250 ml) and the solution was washed with saturated aqueous sodium bicarbonate, 20% aqueous sodium bisulphite and then with water. The organic phase was dried over sodium su... The reactants are O=C(Cl)C=Cc1ccccc1, Nc1ccc(C(=O)CCC(=O)O)cc1. The product is O=C(O)CCC(=O)c1ccc(NC(=O)C=Cc2ccccc2)cc1. As a reaction SMILES: [C:1]([CH:2]=[CH:3][c:4]1[cH:5][cH:6][cH:7][cH:8][cH:9]1)(=[O:10])[Cl:11].[NH2:12][c:13]1[cH:14][cH:15][c:16]([C:19]([CH2:20][CH2:21][C:22](=[O:23])[OH:24])=[O:25])[cH:17][cH:18]1>>[C:1]([CH:2]=[CH:3][c:4]1[cH:5][cH:6][cH:7][cH:8][cH:9]1)(=[O:10])[NH:12][c:13]1[cH:14][cH:15][c:16]([C:19]([CH2:20][CH2:21][C:22](=[O:23])[OH:24])=[O:25])[cH:17][cH:18]1. The reactants are CO, [H][H], O=Cc1ccc2c(c1O)CCC2. Product: Cc1ccc2c(c1O)CCC2. Reaction SMILES: [CH3:15][OH:16].[H:13][H:14].[OH:1][c:2]1[c:3]2[c:7]([cH:8][cH:9][c:10]1[CH:11]=[O:12])[CH2:6][CH2:5][CH2:4]2>>[OH:1][c:2]1[c:3]2[c:7]([cH:8][cH:9][c:10]1[CH3:11])[CH2:6][CH2:5][CH2:4]2. Starting materials: ClCCl, CN=C=O, CC(C)OC(C)C, Cc1nc(NN)nnc1-c1ccccc1. The product is CNC(=O)NNc1nnc(-c2ccccc2)c(C)n1. RXN SMILES: [CH2:20]([Cl:21])[Cl:22].[CH3:1][N:2]=[C:3]=[O:4].[CH:23]([O:24][CH:25]([CH3:26])[CH3:27])([CH3:28])[CH3:29].[NH:5]([NH2:6])[c:7]1[n:8][n:9][c:10](-[c:14]2[cH:15][cH:16][cH:17][cH:18][cH:19]2)[c:11]([CH3:13])[n:12]1>>[CH3:1][NH:2][C:3](=[O:4])[NH:6][NH:5][c:7]1[n:8][n:9][c:10](-[c:14]2[cH:15][cH:16][cH:17][cH:18][cH:19]2)[c:11]([CH3:13])[n:12]1. Starting materials: heteroaryl, BrC1=C(N=C2N1C=CN=C2C)C2=C(C=C(C=C2)F)F (3-bromo-2-(2,4-difluorophenyl)-8-methylimidazo[1,2-a]pyrazine), C(C)(C)[Mg]Cl (i-PrMgCl), IC=1C=CC=2N(N1)C(=NN2)C(C)C (6-iodo-3-isopropyl-[1,2,4]triazolo[4,3-b]pyridazine). Reagents/catalysts: [Cl-].[Zn+2].[Cl-] (zinc chloride), [Cl-].[Zn+2].[Cl-] (zinc chloride), [O-]S(=O)(=O)[O-].[Zn+2] (zincate), C=1C=CC(=CC1)[P](C=2C=CC=CC2)(C=3C=CC=CC3)[Pd]([P](C=4C=CC=CC4)(C=5C=CC=CC5)C=6C=CC=CC6)([P](C=7C=CC=CC7)(C=8C=CC=CC8)C=9C=CC=CC9)[P](C=1C=CC=CC1)(C=1C=CC=CC1)C=1C=CC=CC1 (Pd(Ph3P)4). Run in C1CCOC1 (THF), C1CCOC1 (THF), CN(C)C=O (DMF). Run at temperature -30 celsius, time 15 minute. Product: FC1=C(C=CC(=C1)F)C=1N=C2N(C=CN=C2C)C1C=1C=CC=2N(N1)C(=NN2)C(C)C (6-(2-(2,4-Difluorophenyl)-8-methylimidazo[1,2-a]pyrazin-3-yl)-3-isopropyl-[1,2,4]triazolo[4,3-b]pyridazine). Isolated yield 31.5%. RXN SMILES: Br[C:2]1[N:6]2[CH:7]=[CH:8][N:9]=[C:10]([CH3:11])[C:5]2=[N:4][C:3]=1[C:12]1[CH:17]=[CH:16][C:15]([F:18])=[CH:14][C:13]=1[F:19].C([Mg]Cl)(C)C.I[C:26]1[CH:27]=[CH:28][C:29]2[N:30]([C:32]([CH:35]([CH3:37])[CH3:36])=[N:33][N:34]=2)[N:31]=1>C1COCC1.CN(C=O)C.[Cl-].[Zn+2].[Cl-].C1C=CC([P]([Pd]([P](C2C=CC=CC=2)(C2C=CC=CC=2)C2C=CC=CC=2)([P](C2C=CC=CC=2)(C2C=CC=CC=2)C2C=CC=CC=2)[P](C2C=CC=CC=2)(C2C=CC=CC=2)C2C=CC=CC=2)(C2C=CC=CC=2)C2C=CC=CC=2)=CC=1.[O-]S([O-])(=O)=O.[Zn+2]>[F:19][C:13]1[CH:14]=[C:15]([F:18])[CH:16]=[CH:17][C:12]=1[C:3]1[N:4]=[C:5]2[C:10]([CH3:11])=[N:9][CH:8]=[CH:7][N:6]2[C:2]=1[C:26]1[CH:27]=[CH:28][C:29]2[N:30]([C:32]([CH:35]([CH3:37])[CH3:36])=[N:33][N:34]=2)[N:31]=1 |f:5.6.7,9.10,^1:54,56,75,94|. Reported procedure: In a dry three-neck flask, 3-bromo-2-(2,4-difluorophenyl)-8-methylimidazo[1,2-a]pyrazine (1.00 g, 3.09 mmol, prepared using General Procedure C.1 from 2-(2,4-difluorophenyl)-8-methylimidazo[1,2-a]pyrazine (prepared according to WO 2007/028051, Preparation #K.1) with NBS) was dissolved in THF (10 mL) under an atmosphere of nitrogen. The reaction mixture was cooled to about −30° C. and then i-PrMgCl (2.0 M in THF, 1.90 mL, 3.80 mmol) was added drop-wise. The reaction mixture was stirred at about −... Starting materials: CC(C)(C)OC(=O)C(Br)Cc1ccccc1, CCOC(C)=O, [Cl-], CC(C)(C)OC(=O)n1c(=O)[nH]c2cc(Cl)ccc21, [H-], [NH4+], [Na+], CN(C)C=O. Product: CC(C)(C)OC(=O)C(Cc1ccccc1)n1c(=O)n(C(=O)OC(C)(C)C)c2ccc(Cl)cc21. As a reaction SMILES: [Br:21][CH:22]([C:23](=[O:24])[O:25][C:26]([CH3:27])([CH3:28])[CH3:29])[CH2:30][c:31]1[cH:32][cH:33][cH:34][cH:35][cH:36]1.[CH3:44][CH2:45][O:46][C:47](=[O:48])[CH3:49].[Cl-:37].[Cl:1][c:2]1[cH:3][c:4]2[c:5]([n:6]([C:10](=[O:11])[O:12][C:13]([CH3:14])([CH3:15])[CH3:16])[c:7](=[O:9])[nH:8]2)[cH:17][cH:18]1.[H-:19].[NH4+:38].[Na+:20].[O:39]=[CH:40][N:41]([CH3:42])[CH3:43]>>[Cl:1][c:2]1[cH:3][c:4]2[c:5]([n:6]([C:10](=[O:11])[O:12][C:13]([CH3:14])([CH3:15])[CH3:16])[c:7](=[O:9])[n:8]2[CH:22]([C:23](=[O:24])[O:25][C:26]([CH3:27])([CH3:28])[CH3:29])[CH2:30][c:31]2[cH:32][cH:33][cH:34][cH:35][cH:36]2)[cH:17][cH:18]1.